From a dataset of the Open Reaction Database (ORD), a public repository of structured organic reaction records. describe an organic reaction: reactants, conditions, products, and yield The reactants are CC(COC)NS(=O)(=O)C1=CC=C(C=C1)N, CC1=NC(=C(C=C1)OC2=CC(=NC=C2)Cl)C. The reagents and catalysts are C(=O)([O-])[O-].[Cs+].[Cs+], CC1(C2=C(C(=CC=C2)P(C3=CC=CC=C3)C4=CC=CC=C4)OC5=C1C=CC=C5P(C6=CC=CC=C6)C7=CC=CC=C7)C, CC(=O)O.CC(=O)O.[Pd]. Run in CC(=O)N(C)C. Run at temperature 150 celsius. Product: CC1=NC(=C(C=C1)OC2=CC(=NC=C2)NC3=CC=C(C=C3)S(=O)(=O)NC(C)COC)C. Isolated yield 52.0%. Procedure details: In a 10 mL microwave reactor 3-(2-chloropyridin-4-yloxy)-2,6-dimethylpyridine (100 mg, 0.43 mmol) and 4-amino-N-(1-methoxypropan-2-yl)benzenesulfonamide (104 mg, 0.43 mmol) were dissolved in DMA (3 mL) to give a brown solution.To the resultant solution Cesium carbonate (0.068 mL, 0.85 mmol) was added and sparged with nitrogen for 1 minute. Then Palladium(II) acetate (6.70 mg, 0.03 mmol) and 9,9-Dimethyl-4,5-bis(diphenylphosphino)xanthene (29.6 mg, 0.05 mmol) were added and the reaction mixture w... Starting materials: ClC1=NC(=CC2=CC=CC=C12)NC1=NNC=C1 ((1-chloro-isoquinolin-3-yl)-(1H-pyrazol-3-yl)-amine), C(C)OC1=CC=C(C=C1)B(O)O (4-ethoxy-phenylboronic acid). Product: C(C)OC1=CC=C(C=C1)C1=NC(=CC2=CC=CC=C12)NC1=NNC=C1 ([1-(4-ethoxy-phenyl)-isoquinolin-3-yl]-(1H-pyrazol-3-yl)-amine). As a reaction SMILES: Cl[C:2]1[C:11]2[C:6](=[CH:7][CH:8]=[CH:9][CH:10]=2)[CH:5]=[C:4]([NH:12][C:13]2[CH:17]=[CH:16][NH:15][N:14]=2)[N:3]=1.[CH2:18]([O:20][C:21]1[CH:26]=[CH:25][C:24](B(O)O)=[CH:23][CH:22]=1)[CH3:19]>>[CH2:18]([O:20][C:21]1[CH:26]=[CH:25][C:24]([C:2]2[C:11]3[C:6](=[CH:7][CH:8]=[CH:9][CH:10]=3)[CH:5]=[C:4]([NH:12][C:13]3[CH:17]=[CH:16][NH:15][N:14]=3)[N:3]=2)=[CH:23][CH:22]=1)[CH3:19]. Procedure details: Similar procedure as described in example 131 was used, starting from (1-chloro-isoquinolin-3-yl)-(1H-pyrazol-3-yl)-amine and 4-ethoxy-phenylboronic acid to give [1-(4-ethoxy-phenyl)-isoquinolin-3-yl]-(1H-pyrazol-3-yl)-amine. LC-MS m/e 331(MH+). Starting materials: CC(CCS(=O)(=O)C)(C)[N+](=O)[O-] (3-methyl-1-(methylsulfonyl)-3-nitrobutane), C([O-])([O-])=O (carbonate), [H][H] (hydrogen). Reagents/catalysts: [Pd] (Pd/C). Solvent: CCO (EtOH), C(Cl)Cl (DCM). Product: CC(C)(CCS(=O)(=O)C)N (2-methyl-4-(methylsulfonyl)butan-2-amine). Isolated yield 92.0%. RXN SMILES: [CH3:1][C:2]([N+:10]([O-])=O)([CH3:9])[CH2:3][CH2:4][S:5]([CH3:8])(=[O:7])=[O:6].C(=O)([O-])[O-].[H][H]>CCO.C(Cl)Cl.[Pd]>[CH3:1][C:2]([NH2:10])([CH2:3][CH2:4][S:5]([CH3:8])(=[O:7])=[O:6])[CH3:9]. Procedure details: At RT, Pd/C (1.262 g of 10% wt., 10.65 mmol) was added to a solution of 3-methyl-1-(methylsulfonyl)-3-nitrobutane (338a, 2.08 g, 10.65 mmol) in EtOH (53.3 mL) and DCM (53.3 mL). The reaction mixture was placed under hydrogen (46 psi) in a carbonate jacketed reaction vessel at RT for 16 h when the pressure had reduced to ambient pressure. The reaction vessel was pressurized again to 50 psi hydrogen for 3 d when the pressure had reduced to 40 psi. The mixture was filtered through a pad of Celite, ... Procedure: A mixture of 75 parts of 3-amino-propan-1-ol and 170 parts of 10% strength aqueous ammonia, and a mixture of 145 parts of 40% strength aqueous glyoxal solution and 75 parts of 40% strength aqueous formaldehyde solution, are simultaneously added dropwise, over 30 minutes, to 100 partsof water, whilst stirring, at 70° C. After stirring for a further 30minutes at 70° C., the mixture is worked up by distillation. 77.8 parts of 1-(3-hydroxy-prop-1-yl)-imidazole (boiling point 154°/1 mmHg), correspond... Run in O (water). The product is OCCCN1C=NC=C1 (1-(3-hydroxy-prop-1-yl)-imidazole). Reaction SMILES: [NH2:1][CH2:2][CH2:3][CH2:4][OH:5].[NH3:6].[CH:7]([CH:9]=O)=O.[CH2:11]=O>O>[OH:5][CH2:4][CH2:3][CH2:2][N:1]1[CH:9]=[CH:7][N:6]=[CH:11]1. Conditions: temperature 70 celsius. The reactants are 75, NCCCO (3-amino-propan-1-ol), N (ammonia), 145, C(=O)C=O (glyoxal), C=O (formaldehyde). Reactants: C(=O)(OC)COC1=CC=C(C=C1)CC(C)NCC(C=1N=C(SC1)C(F)(F)F)O (N-[2-(4-carbomethoxymethoxyphenyl)-1-methylethyl]-2-hydroxy-2-(2-trifluoromethyl-thiazol-4-yl)-ethanamine), ClC=1C=C(C(CBr)=O)C=CC1 (3-chloro-phenacyl bromide), C(O)([O-])=O.[K+] (potassium hydrogen carbonate). Run in CC(=O)C (acetone). Product: C(=O)(OC)COC1=CC=C(C=C1)CC(C)N1CC(OC(C1)C=1N=C(SC1)C(F)(F)F)(C1=CC(=CC=C1)Cl)O (N-[2-(4-Carbomethoxymethoxyphenyl)-1-methyl ethyl]-2-hydroxy-2-(3-chlorophenyl)-6-(2-trifluoromethyl-thiazol-4-yl)morpholine). As a reaction SMILES: [C:1]([CH2:5][O:6][C:7]1[CH:12]=[CH:11][C:10]([CH2:13][CH:14]([NH:16][CH2:17][CH:18]([OH:28])[C:19]2[N:20]=[C:21]([C:24]([F:27])([F:26])[F:25])[S:22][CH:23]=2)[CH3:15])=[CH:9][CH:8]=1)([O:3][CH3:4])=[O:2].[Cl:29][C:30]1[CH:31]=[C:32]([CH:37]=[CH:38][CH:39]=1)[C:33](=[O:36])[CH2:34]Br.C(=O)([O-])O.[K+]>CC(C)=O>[C:1]([CH2:5][O:6][C:7]1[CH:12]=[CH:11][C:10]([CH2:13][CH:14]([N:16]2[CH2:17][CH:18]([C:19]3[N:20]=[C:21]([C:24]([F:26])([F:27])[F:25])[S:22][CH:23]=3)[O:28][C:33]([OH:36])([C:32]3[CH:37]=[CH:38][CH:39]=[C:30]([Cl:29])[CH:31]=3)[CH2:34]2)[CH3:15])=[CH:9][CH:8]=1)([O:3][CH3:4])=[O:2] |f:2.3|. Procedure: from N-[2-(4-carbomethoxymethoxyphenyl)-1-methylethyl]-2-hydroxy-2-(2-trifluoromethyl-thiazol-4-yl)-ethanamine (pair of diasteromers A) with 3-chloro-phenacyl bromide and potassium hydrogen carbonate in acetone. Reactants: C(CCCCC)OC1=CC=C(C=C1)C=CC(=CC=CC(=O)OC)C (methyl 7-(4-hexyloxyphenyl)-5-methyl-hepta-2,4,6-trienoate), acid. Run in C(C)(=O)OCC (ethyl acetate). Yields the product C(CCCCC)OC1=CC=C(C=C1)C=CC(=CC=CC(=O)O)C (7-(4-Hexyloxyphenyl)-5-Methyl-Hepta-2,4,6-Trienoic Acid). RXN SMILES: [CH2:1]([O:7][C:8]1[CH:13]=[CH:12][C:11]([CH:14]=[CH:15][C:16]([CH3:24])=[CH:17][CH:18]=[CH:19][C:20]([O:22]C)=[O:21])=[CH:10][CH:9]=1)[CH2:2][CH2:3][CH2:4][CH2:5][CH3:6]>C(OCC)(=O)C>[CH2:1]([O:7][C:8]1[CH:9]=[CH:10][C:11]([CH:14]=[CH:15][C:16]([CH3:24])=[CH:17][CH:18]=[CH:19][C:20]([OH:22])=[O:21])=[CH:12][CH:13]=1)[CH2:2][CH2:3][CH2:4][CH2:5][CH3:6]. Procedure: In a manner similar to Example 6, alkaline hydrolysis of methyl 7-(4-hexyloxyphenyl)-5-methyl-hepta-2,4,6-trienoate afforded, after trituration from ethyl acetate, the acid as yellow powder, m.p. 181°-185° C. Starting materials: ClC1=C(C=C(C=C1)Cl)OC (2,5-dichloroanisole), C(C)(=O)[O-].[Na+] (sodium acetate), ClC1=C(N)C=C(C(=C1)Cl)Cl (2,4,5-trichloroaniline), N(=O)[O-].[Na+] (sodium nitrite). Solvent: C(Cl)(Cl)(Cl)Cl (CCl4), OS(=O)(=O)O (H2SO4). Conditions: time 45 minute. Product: ClC1=C(C=C(C(=C1)OC)Cl)C1=C(C=C(C(=C1)Cl)Cl)Cl (2,5,2′,4′,5′-Pentachloro-4-methoxybiphenyl). The yield is 22.4%. RXN SMILES: [Cl:1][C:2]1[CH:8]=[C:7]([Cl:9])[C:6]([Cl:10])=[CH:5][C:3]=1N.N([O-])=O.[Na+].[Cl:15][C:16]1[CH:21]=[CH:20][C:19]([Cl:22])=[CH:18][C:17]=1[O:23][CH3:24].C([O-])(=O)C.[Na+]>OS(O)(=O)=O.C(Cl)(Cl)(Cl)Cl>[Cl:22][C:19]1[CH:18]=[C:17]([O:23][CH3:24])[C:16]([Cl:15])=[CH:21][C:20]=1[C:3]1[CH:5]=[C:6]([Cl:10])[C:7]([Cl:9])=[CH:8][C:2]=1[Cl:1] |f:1.2,4.5|. Reported procedure: To a suspension of 2,4,5-trichloroaniline (1.96 g, 10 mmol) in 30 mL 35% H2SO4 in an ice/salt bath (below 0° C.) was added a solution of sodium nitrite (0.828 mg, 12 mmol) in 50 ml cold distilled water. The yellow mixture was allowed to stir below 0° C. for 45 minutes at which time it was added to a vigorously stirred solution of 2,5-dichloroanisole (1.76 g, 10 mmol) in 100 mL CCl4 below 0° C. Saturated sodium acetate solution was added until a pH≧7 was obtained. The resulting mixture was allowe... The reactants are C1(=CC=CC=C1)O (phenol), C1(=CC=CC=C1)O (phenol), C(C)(C)O (isopropanol). Yields the product C(C)(C)C1=C(C=CC=C1)O (isopropylphenol). As a reaction SMILES: [C:1]1([OH:7])[CH:6]=[CH:5][CH:4]=[CH:3][CH:2]=1.[CH:8](O)([CH3:10])[CH3:9]>>[CH:8]([C:2]1[CH:3]=[CH:4][CH:5]=[CH:6][C:1]=1[OH:7])([CH3:10])[CH3:9]. Procedure: In a manner similar to the procedure of Example I, phenol is alkylated with an isopropanol alkylating agent in the presence of an amorphous aluminosilicate alkylation catalyst. Using reaction conditions approximately identical to those of the Example I alklation procedure, an alkylation product containing phenol and isopropylphenol is produced.